Dataset: the Open Reaction Database (ORD), a public repository of structured organic reaction records. Task: describe an organic reaction: reactants, conditions, products, and yield Reactants: C1(=CC=CC=C1)N1N=C(C2=CC=CC=C12)N1CCN(CC1)C (1-phenyl-3-(4-methyl-1-piperazinyl)-1H indazole), Cl (hydrogen chloride), hydrochloride salt. The product is Cl.C1(=CC=CC=C1)N1N=C(C2=CC=CC=C12)N1CCN(CC1)C (1-phenyl-3-(4-methyl-1-piperazinyl)-1H-indazole hydrochloride). Reaction SMILES: [C:1]1([N:7]2[C:15]3[C:10](=[CH:11][CH:12]=[CH:13][CH:14]=3)[C:9]([N:16]3[CH2:21][CH2:20][N:19]([CH3:22])[CH2:18][CH2:17]3)=[N:8]2)[CH:6]=[CH:5][CH:4]=[CH:3][CH:2]=1.[ClH:23]>>[ClH:23].[C:1]1([N:7]2[C:15]3[C:10](=[CH:11][CH:12]=[CH:13][CH:14]=3)[C:9]([N:16]3[CH2:17][CH2:18][N:19]([CH3:22])[CH2:20][CH2:21]3)=[N:8]2)[CH:2]=[CH:3][CH:4]=[CH:5][CH:6]=1 |f:2.3|. Procedure: To a stirred solution, under nitrogen of 12.4 g of 1-[(phenylhydrazono)(2-fluorophenyl)methyl]-4-methylpiperazine in 100 ml of a solution of tetrahydrofuran was added dropwise, 5.3 g of potassium t-butoxide in 50 ml of tetrahydrofuran. Following the addition, the reaction mixture was stirred at ambient temperature for 1 hour, poured into water, and extracted with dichloromethane. The extract was washed with water, dried over anhydrous magnesium sulfate and concentrated to an oil. The oil was pur... Reactants: CCOC(=O)c1cccc2nc(C)cn12, CN(C)c1ccncc1, ClC(Cl)Cl, O=C(Cl)C(Cl)(Cl)Cl. Yields the product CCOC(=O)c1cccc2nc(C)c(C(=O)C(Cl)(Cl)Cl)n12. As a reaction SMILES: [CH2:1]([CH3:2])[O:3][C:4](=[O:5])[c:6]1[cH:7][cH:8][cH:9][c:10]2[n:11]1[cH:12][c:13]([CH3:15])[n:14]2.[CH3:23][N:24]([CH3:25])[c:26]1[cH:27][cH:28][n:29][cH:30][cH:31]1.[CH:32]([Cl:33])([Cl:34])[Cl:35].[Cl:16][C:17]([C:18](=[O:19])[Cl:20])([Cl:21])[Cl:22]>>[CH2:1]([CH3:2])[O:3][C:4](=[O:5])[c:6]1[cH:7][cH:8][cH:9][c:10]2[n:11]1[c:12]([C:18]([C:17]([Cl:16])([Cl:21])[Cl:22])=[O:19])[c:13]([CH3:15])[n:14]2. Reactants: CCO, CSc1ncc(-c2nc(-c3cccc(OC(F)(F)F)c3)n(C3CC3)c2C(=O)N2CCC(N3CCCC3)CC2)cn1. The product is O=C(c1c(-c2cncnc2)nc(-c2cccc(OC(F)(F)F)c2)n1C1CC1)N1CCC(N2CCCC2)CC1. As a reaction SMILES: [CH3:41][CH2:42][OH:43].[CH:1]1([n:4]2[c:5](-[c:30]3[cH:31][c:32]([O:36][C:37]([F:38])([F:39])[F:40])[cH:33][cH:34][cH:35]3)[n:6][c:7](-[c:22]3[cH:23][n:24][c:25]([S:28][CH3:29])[n:26][cH:27]3)[c:8]2[C:9](=[O:10])[N:11]2[CH2:12][CH2:13][CH:14]([N:17]3[CH2:18][CH2:19][CH2:20][CH2:21]3)[CH2:15][CH2:16]2)[CH2:2][CH2:3]1>>[CH:1]1([n:4]2[c:5](-[c:30]3[cH:31][c:32]([O:36][C:37]([F:38])([F:39])[F:40])[cH:33][cH:34][cH:35]3)[n:6][c:7](-[c:22]3[cH:23][n:24][cH:25][n:26][cH:27]3)[c:8]2[C:9](=[O:10])[N:11]2[CH2:12][CH2:13][CH:14]([N:17]3[CH2:18][CH2:19][CH2:20][CH2:21]3)[CH2:15][CH2:16]2)[CH2:2][CH2:3]1. Product: CS(=O)(=O)c1ccc(C(CC2CCCC2)C(=O)O)cc1[N+](=O)[O-]. Reaction SMILES: [CH3:1][O:2][C:3]([CH:4]([CH2:5][CH:6]1[CH2:7][CH2:8][CH2:9][CH2:10]1)[c:11]1[cH:12][c:13]([N+:21](=[O:22])[O-:23])[c:14]([S:17](=[O:18])(=[O:19])[CH3:20])[cH:15][cH:16]1)=[O:24].[Li+:25].[O:27]1[CH2:28][CH2:29][CH2:30][CH2:31]1.[OH-:26]>>[O:2]=[C:3]([CH:4]([CH2:5][CH:6]1[CH2:7][CH2:8][CH2:9][CH2:10]1)[c:11]1[cH:12][c:13]([N+:21](=[O:22])[O-:23])[c:14]([S:17](=[O:18])(=[O:19])[CH3:20])[cH:15][cH:16]1)[OH:24]. Starting materials: COC(=O)C(CC1CCCC1)c1ccc(S(C)(=O)=O)c([N+](=O)[O-])c1, [Li+], C1CCOC1, [OH-].